Dataset: the Open Reaction Database (ORD), a public repository of structured organic reaction records. Task: describe an organic reaction: reactants, conditions, products, and yield Reactants: CC(=O)O, O=Cc1ccc2c(c1)C13CC2c2ccccc2C1CN(CC1CCCC1)C3, [O-][Cl+3]([O-])([O-])O, [H][H]. The product is Cc1ccc2c(c1)C13CC2c2ccccc2C1CN(CC1CCCC1)C3. As a reaction SMILES: [CH3:30][C:31](=[O:32])[OH:33].[CH:1](=[O:2])[c:3]1[cH:4][cH:5][c:6]2[c:7]([cH:27]1)[C:8]13[CH:9]([CH2:10][N:11]([CH2:13][CH:14]4[CH2:15][CH2:16][CH2:17][CH2:18]4)[CH2:12]1)[c:19]1[c:20]([cH:23][cH:24][cH:25][cH:26]1)[CH:21]2[CH2:22]3.[Cl+3:34]([OH:35])([O-:36])([O-:37])[O-:38].[H:28][H:29]>>[CH3:1][c:3]1[cH:4][cH:5][c:6]2[c:7]([cH:27]1)[C:8]13[CH:9]([CH2:10][N:11]([CH2:13][CH:14]4[CH2:15][CH2:16][CH2:17][CH2:18]4)[CH2:12]1)[c:19]1[c:20]([cH:23][cH:24][cH:25][cH:26]1)[CH:21]2[CH2:22]3. Reactants: CCOC(=O)C1CCC(N)CC1, CCN(C(C)C)C(C)C, O=[N+]([O-])c1cc(F)ccc1F, O=[N+]([O-])c1cc(CN2CCCCC2)ccc1Nc1ccccc1, [Na+], O=C([O-])O. Reaction SMILES: [CH2:35]([CH3:36])[O:37][C:38](=[O:39])[CH:40]1[CH2:41][CH2:42][CH:43]([NH2:46])[CH2:44][CH2:45]1.[CH:47]([N:48]([CH:49]([CH3:50])[CH3:51])[CH2:52][CH3:53])([CH3:54])[CH3:55].[F:24][c:25]1[c:26]([N+:32](=[O:33])[O-:34])[cH:27][c:28]([F:31])[cH:29][cH:30]1.[N+:1]([c:2]1[cH:3][c:4]([CH2:5][N:6]2[CH2:7][CH2:8][CH2:9][CH2:10][CH2:11]2)[cH:12][cH:13][c:14]1[NH:15][c:16]1[cH:17][cH:18][cH:19][cH:20][cH:21]1)([O-:22])=[O:23].[Na+:60].[O-:56][C:57]([OH:58])=[O:59]>>[c:25]1([NH:46][CH:43]2[CH2:42][CH2:41][CH:40]([C:38]([O:37][CH2:35][CH3:36])=[O:39])[CH2:45][CH2:44]2)[c:26]([N+:32](=[O:33])[O-:34])[cH:27][c:28]([F:31])[cH:29][cH:30]1. The product is CCOC(=O)C1CCC(Nc2ccc(F)cc2[N+](=O)[O-])CC1. Reactants: CCOC(=O)CS, C=O, CCO, O=[N+]([O-])C=C1NCCN1Cc1ccc(Cl)nc1. Yields the product CCOC(=O)CSCC(=C1NCCN1Cc1ccc(Cl)nc1)[N+](=O)[O-]. RXN SMILES: [C:20]([CH2:21][SH:22])(=[O:23])[O:24][CH2:25][CH3:26].[CH2:18]=[O:19].[CH3:27][CH2:28][OH:29].[Cl:1][c:2]1[cH:3][cH:4][c:5]([CH2:8][N:9]2[C:10](=[CH:14][N+:15](=[O:16])[O-:17])[NH:11][CH2:12][CH2:13]2)[cH:6][n:7]1>>[Cl:1][c:2]1[cH:3][cH:4][c:5]([CH2:8][N:9]2[C:10](=[C:14]([N+:15](=[O:16])[O-:17])[CH2:18][S:22][CH2:21][C:20](=[O:23])[O:24][CH2:25][CH3:26])[NH:11][CH2:12][CH2:13]2)[cH:6][n:7]1.